From a dataset of the Open Reaction Database (ORD), a public repository of structured organic reaction records. describe an organic reaction: reactants, conditions, products, and yield The reactants are COC(=O)N1CCC(CC1)N1CCC(CC1)N1C(NC2=C1C=CC=C2)=O (1-[1-(1-methoxycarbonylpiperidin-4-yl)-piperidin-4-yl]-1,3-dihydro-2H-benzimidazol-2-one), CS(=O)(=O)Cl (methanesulfonyl chloride), COC(=O)N1CCC(CC1)N1CCC(CC1)N1C(NC2=C1C=CC(=C2)Br)=O (1-[1-(1-methoxycarbonylpiperidin-4-yl)-piperidin-4-yl]-5-bromo-1,3-dihydro-2H-benzimidazol-2-one), C(C)(=O)Cl (acetyl chloride). Yields the product COC(=O)N1CCC(CC1)N1CCC(CC1)N1C(N(C2=C1C=CC(=C2)Br)S(=O)(=O)C)=O (1-[1-(1-methoxycarbonylpiperidin-4-yl)-piperidin-4-yl]-3-(methylsulfonyl)-5-bromo-1,3-dihydro-2H-benzimidazol-2-one). As a reaction SMILES: COC(N1CCC(N2CCC(N3C4C=CC=CC=4NC3=O)CC2)CC1)=O.[CH3:27][O:28][C:29]([N:31]1[CH2:36][CH2:35][CH:34]([N:37]2[CH2:42][CH2:41][CH:40]([N:43]3[C:47]4[CH:48]=[CH:49][C:50]([Br:52])=[CH:51][C:46]=4[NH:45][C:44]3=[O:53])[CH2:39][CH2:38]2)[CH2:33][CH2:32]1)=[O:30].C(Cl)(=O)C.[CH3:58][S:59](Cl)(=[O:61])=[O:60]>>[CH3:27][O:28][C:29]([N:31]1[CH2:36][CH2:35][CH:34]([N:37]2[CH2:38][CH2:39][CH:40]([N:43]3[C:47]4[CH:48]=[CH:49][C:50]([Br:52])=[CH:51][C:46]=4[N:45]([S:59]([CH3:58])(=[O:61])=[O:60])[C:44]3=[O:53])[CH2:41][CH2:42]2)[CH2:33][CH2:32]1)=[O:30]. Procedure: Example 12 was repeated except that the 1-[1-(1-methoxycarbonylpiperidin-4-yl)-piperidin-4-yl]-1,3-dihydro-2H-benzimidazol-2-one was replaced with 1-[1-(1-methoxycarbonylpiperidin-4-yl)-piperidin-4-yl]-5-bromo-1,3-dihydro-2H-benzimidazol-2-one which was synthesized by the method of Referential Example 12 and that acetyl chloride was replaced with methanesulfonyl chloride. The title compound was obtained as a colorless oil. The reactants are C1CCOC1, CCOC(C)=O, [Cl-], CC(N)c1ccccn1, O, O=C(O)c1c[nH]c2ccccc12. The product is CC(NC(=O)c1c[nH]c2ccccc12)c1ccccn1. As a reaction SMILES: [CH2:1]1[O:2][CH2:3][CH2:4][CH2:5]1.[CH3:28][CH2:29][O:30][C:31](=[O:32])[CH3:33].[Cl-:15].[NH2:6][CH:7]([CH3:8])[c:9]1[n:10][cH:11][cH:12][cH:13][cH:14]1.[OH2:34].[nH:16]1[cH:17][c:18]([C:25](=[O:26])[OH:27])[c:19]2[cH:20][cH:21][cH:22][cH:23][c:24]12>>[NH:6]([CH:7]([CH3:8])[c:9]1[n:10][cH:11][cH:12][cH:13][cH:14]1)[C:25]([c:18]1[cH:17][nH:16][c:24]2[c:19]1[cH:20][cH:21][cH:22][cH:23]2)=[O:26]. Starting materials: CCOC(=O)C(C#N)=C(c1ccc(F)cc1)c1ccc(F)cc1, Cl, [Li+], C1CCOC1, [OH-], O. Yields the product N#CC(C(=O)O)=C(c1ccc(F)cc1)c1ccc(F)cc1. RXN SMILES: [C:1](#[N:2])[C:3]([C:4](=[O:5])[O:6][CH2:7][CH3:8])=[C:9]([c:10]1[cH:11][cH:12][c:13]([F:16])[cH:14][cH:15]1)[c:17]1[cH:18][cH:19][c:20]([F:23])[cH:21][cH:22]1.[ClH:26].[Li+:24].[O:27]1[CH2:28][CH2:29][CH2:30][CH2:31]1.[OH-:25].[OH2:32]>>[C:1](#[N:2])[C:3]([C:4](=[O:5])[OH:6])=[C:9]([c:10]1[cH:11][cH:12][c:13]([F:16])[cH:14][cH:15]1)[c:17]1[cH:18][cH:19][c:20]([F:23])[cH:21][cH:22]1. The product is COC(=O)N1CCN(CC1)C(=O)C=1N(C2=CC=C(C=C2C1)OC1CCN(CC1)C(C)C)CC(F)F (4-[1-(2,2-Difluoro-ethyl)-5-(1-isopropyl-piperidin-4-yloxy)-1H-indole-2-carbonyl]-piperazine-1-carboxylic acid methyl ester). Procedure details: The title compound was prepared in analogy to example 51, from [1-(2,2-difluoro-ethyl)-5-(1-isopropyl-piperidin-4-yloxy)-1H-indol-2-yl]-piperazin-1-yl-methanone hydrochloride and methyl chloroformate. Light-yellow solid. MS (m/z): 493.2 (M+H)+. As a reaction SMILES: Cl.[F:2][CH:3]([F:32])[CH2:4][N:5]1[C:13]2[C:8](=[CH:9][C:10]([O:14][CH:15]3[CH2:20][CH2:19][N:18]([CH:21]([CH3:23])[CH3:22])[CH2:17][CH2:16]3)=[CH:11][CH:12]=2)[CH:7]=[C:6]1[C:24]([N:26]1[CH2:31][CH2:30][NH:29][CH2:28][CH2:27]1)=[O:25].Cl[C:34]([O:36][CH3:37])=[O:35]>>[CH3:37][O:36][C:34]([N:29]1[CH2:28][CH2:27][N:26]([C:24]([C:6]2[N:5]([CH2:4][CH:3]([F:2])[F:32])[C:13]3[C:8]([CH:7]=2)=[CH:9][C:10]([O:14][CH:15]2[CH2:20][CH2:19][N:18]([CH:21]([CH3:23])[CH3:22])[CH2:17][CH2:16]2)=[CH:11][CH:12]=3)=[O:25])[CH2:31][CH2:30]1)=[O:35] |f:0.1|. The reactants are Cl.FC(CN1C(=CC2=CC(=CC=C12)OC1CCN(CC1)C(C)C)C(=O)N1CCNCC1)F ([1-(2,2-difluoro-ethyl)-5-(1-isopropyl-piperidin-4-yloxy)-1H-indol-2-yl]-piperazin-1-yl-methanone hydrochloride), ClC(=O)OC (methyl chloroformate). Reactants: CC(C)n1ncnc1-c1nc2c(s1)CCOc1ccc(Br)cc1-2, COc1ncccc1B(O)O, CN(C)C=O. Yields the product COc1ncccc1-c1ccc2c(c1)-c1nc(-c3ncnn3C(C)C)sc1CCO2. RXN SMILES: [Br:1][c:2]1[cH:3][cH:4][c:5]2[c:6]([cH:23]1)-[c:7]1[n:8][c:9](-[c:15]3[n:16]([CH:20]([CH3:21])[CH3:22])[n:17][cH:18][n:19]3)[s:10][c:11]1[CH2:12][CH2:13][O:14]2.[CH3:24][O:25][c:26]1[n:27][cH:28][cH:29][cH:30][c:31]1[B:32]([OH:33])[OH:34].[O:35]=[CH:36][N:37]([CH3:38])[CH3:39]>>[c:2]1(-[c:31]2[c:26]([O:25][CH3:24])[n:27][cH:28][cH:29][cH:30]2)[cH:3][cH:4][c:5]2[c:6]([cH:23]1)-[c:7]1[n:8][c:9](-[c:15]3[n:16]([CH:20]([CH3:21])[CH3:22])[n:17][cH:18][n:19]3)[s:10][c:11]1[CH2:12][CH2:13][O:14]2. The reactants are CC(=O)O, O=C1CCc2c(F)ccc(O)c21, [H][H]. The product is Oc1ccc(F)c2c1CCC2. RXN SMILES: [CH3:15][C:16](=[O:17])[OH:18].[F:1][c:2]1[c:3]2[c:7]([c:8]([OH:11])[cH:9][cH:10]1)[C:6](=[O:12])[CH2:5][CH2:4]2.[H:13][H:14]>>[F:1][c:2]1[c:3]2[c:7]([c:8]([OH:11])[cH:9][cH:10]1)[CH2:6][CH2:5][CH2:4]2. Reactants: [Al+3], CCN(CC)Cc1ccc2cc(C(=O)OC)sc2c1, C1CCOC1, C1CCOC1, [H-], [H-], [H-], [H-], [Li+]. The product is CCN(CC)Cc1ccc2cc(CO)sc2c1. RXN SMILES: [Al+3:21].[CH2:1]([CH3:2])[N:3]([CH2:4][CH3:5])[CH2:6][c:7]1[cH:8][cH:9][c:10]2[c:11]([s:12][c:13]([C:15](=[O:16])[O:17][CH3:18])[cH:14]2)[cH:19]1.[CH2:26]1[O:27][CH2:28][CH2:29][CH2:30]1.[CH2:31]1[O:32][CH2:33][CH2:34][CH2:35]1.[H-:20].[H-:23].[H-:24].[H-:25].[Li+:22]>>[CH2:1]([CH3:2])[N:3]([CH2:4][CH3:5])[CH2:6][c:7]1[cH:8][cH:9][c:10]2[c:11]([s:12][c:13]([CH2:15][OH:16])[cH:14]2)[cH:19]1. Reactants: BrC1=CC=C(S1)[C@H]([C@H]1[C@H](CC(N1C)=O)C1=CC=CC=C1)O ((±)-(4R*,5R*)-5-[(1S*)(5-bromo(2-thienyl))hydroxymethyl]-1-methyl-4-phenylpyrrolidin-2-one), ClC=1C=C(C=CC1F)B(O)O (3-chloro-4-fluorobenzeneboronic acid), C(Cl)Cl (CH2Cl2), C(=O)([O-])[O-].[Na+].[Na+] (Na2CO3). The reagents and catalysts are C=1C=CC(=CC1)[P](C=2C=CC=CC2)(C=3C=CC=CC3)[Pd]([P](C=4C=CC=CC4)(C=5C=CC=CC5)C=6C=CC=CC6)([P](C=7C=CC=CC7)(C=8C=CC=CC8)C=9C=CC=CC9)[P](C=1C=CC=CC1)(C=1C=CC=CC1)C=1C=CC=CC1 (Pd(PPh3)4). The solvent is COCCOC (1,2-dimethoxyethane). Product: ClC=1C=C(C=CC1F)C1=CC=C(S1)[C@H]([C@H]1[C@H](CC(N1C)=O)C1=CC=CC=C1)O ((±)-(4R*,5R*)-5-{(1S*)[5-(3-chloro-4-fluorophenyl)(2-thienyl)]hydroxymethyl}-1-methyl-4-phenylpyrrolidin-2-one). Yield: 68.9%. Reaction SMILES: Br[C:2]1[S:6][C:5]([C@@H:7]([OH:21])[C@@H:8]2[N:12]([CH3:13])[C:11](=[O:14])[CH2:10][C@@H:9]2[C:15]2[CH:20]=[CH:19][CH:18]=[CH:17][CH:16]=2)=[CH:4][CH:3]=1.[Cl:22][C:23]1[CH:24]=[C:25](B(O)O)[CH:26]=[CH:27][C:28]=1[F:29].C([O-])([O-])=O.[Na+].[Na+].C(Cl)Cl>COCCOC.C1C=CC([P]([Pd]([P](C2C=CC=CC=2)(C2C=CC=CC=2)C2C=CC=CC=2)([P](C2C=CC=CC=2)(C2C=CC=CC=2)C2C=CC=CC=2)[P](C2C=CC=CC=2)(C2C=CC=CC=2)C2C=CC=CC=2)(C2C=CC=CC=2)C2C=CC=CC=2)=CC=1>[Cl:22][C:23]1[CH:24]=[C:25]([C:2]2[S:6][C:5]([C@@H:7]([OH:21])[C@@H:8]3[N:12]([CH3:13])[C:11](=[O:14])[CH2:10][C@@H:9]3[C:15]3[CH:20]=[CH:19][CH:18]=[CH:17][CH:16]=3)=[CH:4][CH:3]=2)[CH:26]=[CH:27][C:28]=1[F:29] |f:2.3.4,^1:51,53,72,91|. Procedure details: To a solution of (±)-(4R*,5R*)-5-[(1S*)(5-bromo(2-thienyl))hydroxymethyl]-1-methyl-4-phenylpyrrolidin-2-one (300 mg, 0.82 mmol) in 1,2-dimethoxyethane (2.8 mL) was added 3-chloro-4-fluorobenzeneboronic acid (85.9 mg, 1.07 mmol), followed by a 1M Na2CO3 solution (2.2 mL). A catalytic amount of Pd(PPh3)4 was added and the reaction mixture was heated at the reflux temperature for 3 h, then allowed to cool to room temperature and poured onto a mixture of ice and CH2Cl2. The resulting mixture was ext... The reactants are CCOC(C)=O, CC(C)(CC(O)(C(=O)Nc1ccc2c(c1)COC2=O)C(F)(F)F)c1cc(F)ccc1N, CS(=O)(=O)Cl, c1ccncc1. The product is CC(C)(CC(O)(C(=O)Nc1ccc2c(c1)COC2=O)C(F)(F)F)c1cc(F)ccc1NS(C)(=O)=O. RXN SMILES: [CH3:43][CH2:44][O:45][C:46](=[O:47])[CH3:48].[NH2:1][c:2]1[c:3]([C:9]([CH2:10][C:11]([C:12](=[O:13])[NH:14][c:15]2[cH:16][c:17]3[c:22]([cH:23][cH:24]2)[C:20](=[O:21])[O:19][CH2:18]3)([C:25]([F:26])([F:27])[F:28])[OH:29])([CH3:30])[CH3:31])[cH:4][c:5]([F:8])[cH:6][cH:7]1.[S:38](=[O:39])(=[O:40])([CH3:41])[Cl:42].[cH:32]1[cH:33][cH:34][n:35][cH:36][cH:37]1>>[NH:1]([c:2]1[c:3]([C:9]([CH2:10][C:11]([C:12](=[O:13])[NH:14][c:15]2[cH:16][c:17]3[c:22]([cH:23][cH:24]2)[C:20](=[O:21])[O:19][CH2:18]3)([C:25]([F:26])([F:27])[F:28])[OH:29])([CH3:30])[CH3:31])[cH:4][c:5]([F:8])[cH:6][cH:7]1)[S:38](=[O:39])(=[O:40])[CH3:41].